This data is from the Open Reaction Database (ORD), a public repository of structured organic reaction records. The task is: describe an organic reaction: reactants, conditions, products, and yield Yields the product COCCOC(=O)N1CCCOC2=C1C=CC(=C2)NC2=NC=C(C(=N2)NC2=C(C=CC=C2C(NCC#C)=O)F)Cl (3-[5-Chloro-4-(2-fluoro-6-prop-2-ynylcarbamoyl-phenylamino)-pyrimidin-2-ylamino]-7,8-dihydro-6H-5-oxa-9-aza-benzocycloheptene-9-carboxylic acid 2-methoxy-ethyl ester), foam. Reaction SMILES: [CH3:1][O:2][CH2:3][CH2:4][O:5][C:6]([N:8]1[C:14]2[CH:15]=[CH:16][C:17]([NH2:19])=[CH:18][C:13]=2[O:12][CH2:11][CH2:10][CH2:9]1)=[O:7].Cl[C:21]1[N:26]=[C:25]([NH:27][C:28]2[C:39]([F:40])=[CH:38][CH:37]=[CH:36][C:29]=2[C:30]([NH:32][CH2:33][C:34]#[CH:35])=[O:31])[C:24]([Cl:41])=[CH:23][N:22]=1>>[CH3:1][O:2][CH2:3][CH2:4][O:5][C:6]([N:8]1[C:14]2[CH:15]=[CH:16][C:17]([NH:19][C:21]3[N:26]=[C:25]([NH:27][C:28]4[C:29]([C:30](=[O:31])[NH:32][CH2:33][C:34]#[CH:35])=[CH:36][CH:37]=[CH:38][C:39]=4[F:40])[C:24]([Cl:41])=[CH:23][N:22]=3)=[CH:18][C:13]=2[O:12][CH2:11][CH2:10][CH2:9]1)=[O:7]. Starting materials: COCCOC(=O)N1CCCOC2=C1C=CC(=C2)N (3-amino-7,8-dihydro-6H-5-oxa-9-aza-benzocycloheptene-9-carboxylic acid 2-methoxy-ethyl ester), ClC1=NC=C(C(=N1)NC1=C(C(=O)NCC#C)C=CC=C1F)Cl (2-(2,5-dichloro-pyrimidin-4-ylamino)-3-fluoro-N-prop-2-ynyl-benzamide). Reported procedure: The title compound was prepared from 3-amino-7,8-dihydro-6H-5-oxa-9-aza-benzocycloheptene-9-carboxylic acid 2-methoxy-ethyl ester and 2-(2,5-dichloro-pyrimidin-4-ylamino)-3-fluoro-N-prop-2-ynyl-benzamide in an analogous manner to Example 1410. Product isolated as a white foam (70 mg, 44%). LCMS (m/e) 569 (M+H); 1H-NMR (d6-DMSO, 400 MHz) δ 9.47-9.36 (m, 1H), 9.24-9.15 (m, 1H), 9.05-8.95 (m, 1H), 8.19 (s, 1H), 7.57-7.41 (m, 3H), 7.33-7.23 (m, 1H), 7.14-7.05 (m, 1H), 6.93 (d, 1H, J=8.7 Hz), 4.23-3.... Isolated yield 44.0%. Starting materials: F[B-](F)(F)F, CN1CCNCC1=O, CN(C)C=O, CCN(C(C)C)C(C)C, O=C(NCc1nc2ccc(Cl)cc2[nH]1)c1ccc(C(=O)O)c(Cl)c1, Cl, CN(C)C(On1nnc2ccccc21)=[N+](C)C. The product is CN1CCN(C(=O)c2ccc(C(=O)NCc3nc4cc(Cl)ccc4[nH]3)cc2Cl)CC1=O. RXN SMILES: [B-:25]([F:26])([F:27])([F:28])[F:29].[CH3:56][N:57]1[C:58](=[O:63])[CH2:59][NH:60][CH2:61][CH2:62]1.[CH3:65][N:66]([CH3:67])[CH:68]=[O:69].[CH:47]([N:48]([CH:49]([CH3:50])[CH3:51])[CH2:52][CH3:53])([CH3:54])[CH3:55].[Cl:1][c:2]1[c:3]([C:4](=[O:5])[OH:6])[cH:7][cH:8][c:9]([C:11]([NH:12][CH2:13][c:14]2[nH:15][c:16]3[c:17]([n:18]2)[cH:19][cH:20][c:21]([Cl:23])[cH:22]3)=[O:24])[cH:10]1.[Cl:64].[n:30]1([O:31][C:32]([N:33]([CH3:34])[CH3:35])=[N+:36]([CH3:37])[CH3:38])[c:39]2[cH:40][cH:41][cH:42][cH:43][c:44]2[n:45][n:46]1>>[Cl:1][c:2]1[c:3]([C:4](=[O:6])[N:60]2[CH2:59][C:58](=[O:63])[N:57]([CH3:56])[CH2:62][CH2:61]2)[cH:7][cH:8][c:9]([C:11]([NH:12][CH2:13][c:14]2[n:15][c:16]3[c:17]([nH:18]2)[cH:19][cH:20][c:21]([Cl:23])[cH:22]3)=[O:24])[cH:10]1. Solvent: S(O)(O)(=O)=O (sulfuric acid). Conditions: temperature 180 celsius. The yield is 53.2%. As a reaction SMILES: [CH3:1][C:2]1[CH:17]=[C:16]([C:18]2[NH:22][N:21]=[N:20][N:19]=2)[CH:15]=[CH:14][C:3]=1[O:4][C:5]1[N:13]=[CH:12][CH:11]=[CH:10][C:6]=1[C:7]([OH:9])=O>S(=O)(=O)(O)O>[CH3:1][C:2]1[C:3]2[O:4][C:5]3=[N:13][CH:12]=[CH:11][CH:10]=[C:6]3[C:7](=[O:9])[C:14]=2[CH:15]=[C:16]([C:18]2[NH:19][N:20]=[N:21][N:22]=2)[CH:17]=1. Reactants: CC1=C(OC2=C(C(=O)O)C=CC=N2)C=CC(=C1)C1=NN=NN1 (2-[2-methyl-4-(5-1H-tetrazolyl)phenoxy]nicotinic acid), ice water. Procedure details: A mixture of 1 g of 2-[2-methyl-4-(5-1H-tetrazolyl)phenoxy]nicotinic acid and 10 ml of concentrated sulfuric acid is heated at 180° C for 2.5 hours, and then poured into ice water. The crystalline precipitate is filtered off, washed with water and with methanol and recrystallized from dimethylformamide to give 0.5 g of 9-methyl-7-(5-1H-tetrazolyl)-5-oxo-5H-[1]benzopyrano[2,3-b]pyridine melting at 290° C to 291° C with decomposition. The product is CC1=CC(=CC=2C(C=3C(=NC=CC3)OC21)=O)C2=NN=NN2 (9-methyl-7-(5-1H-tetrazolyl)-5-oxo-5H-[1]benzopyrano[2,3-b]pyridine).